Dataset: the Open Reaction Database (ORD), a public repository of structured organic reaction records. Task: describe an organic reaction: reactants, conditions, products, and yield The reactants are CCOC(C)=O, CS(C)=O, [N-]=[N+]=[N-], CC12CCC(N=[N+]=[N-])CC1CCC1C2CCC2(C)C(C(=O)CBr)CCC12, [Na+], O. Product: CC12CCC(N=[N+]=[N-])CC1CCC1C2CCC2(C)C(C(=O)CN=[N+]=[N-])CCC12. RXN SMILES: [CH3:32][CH2:33][O:34][C:35](=[O:36])[CH3:37].[CH3:38][S:39]([CH3:40])=[O:41].[N-:28]=[N+:29]=[N-:30].[N:1](=[N+:2]=[N-:3])[CH:4]1[CH2:5][CH:6]2[CH2:7][CH2:8][CH:9]3[CH:10]4[CH2:11][CH2:12][CH:13]([C:14]([CH2:15][Br:16])=[O:17])[C:18]4([CH3:26])[CH2:19][CH2:20][CH:21]3[C:22]2([CH3:25])[CH2:23][CH2:24]1.[Na+:27].[OH2:31]>>[N:1](=[N+:2]=[N-:3])[CH:4]1[CH2:5][CH:6]2[CH2:7][CH2:8][CH:9]3[CH:10]4[CH2:11][CH2:12][CH:13]([C:14]([CH2:15][N:28]=[N+:29]=[N-:30])=[O:17])[C:18]4([CH3:26])[CH2:19][CH2:20][CH:21]3[C:22]2([CH3:25])[CH2:23][CH2:24]1. Starting materials: C1(=CC=CC=C1)CCCCP(OCC1=CC=CC=C1)=O ((4-Phenylbutyl)phosphinic acid, phenylmethyl ester), Cl.N[C@@H](CC1=CC=CC=C1)C(=O)N[C@@H](CC(C)C)C(=O)OCC1=CC=CC=C1 (L-phenylalanyl-L-leucine, phenylmethyl ester, hydrochloride). Product: C1(=CC=CC=C1)COP(=O)(N[C@@H](CC1=CC=CC=C1)C(=O)N[C@@H](CC(C)C)C(=O)OCC1=CC=CC=C1)CCCCC1=CC=CC=C1 (N-[N-[phenyl-methoxy(4-phenylbutyl)phosphinyl]-L-phenylalanyl]-L-leucine, phenylmethyl ester). RXN SMILES: [C:1]1([CH2:7][CH2:8][CH2:9][CH2:10][PH:11](=[O:20])[O:12][CH2:13][C:14]2[CH:19]=[CH:18][CH:17]=[CH:16][CH:15]=2)[CH:6]=[CH:5][CH:4]=[CH:3][CH:2]=1.Cl.[NH2:22][C@H:23]([C:31]([NH:33][C@H:34]([C:39]([O:41][CH2:42][C:43]1[CH:48]=[CH:47][CH:46]=[CH:45][CH:44]=1)=[O:40])[CH2:35][CH:36]([CH3:38])[CH3:37])=[O:32])[CH2:24][C:25]1[CH:30]=[CH:29][CH:28]=[CH:27][CH:26]=1>>[C:14]1([CH2:13][O:12][P:11]([CH2:10][CH2:9][CH2:8][CH2:7][C:1]2[CH:2]=[CH:3][CH:4]=[CH:5][CH:6]=2)([NH:22][C@H:23]([C:31]([NH:33][C@H:34]([C:39]([O:41][CH2:42][C:43]2[CH:44]=[CH:45][CH:46]=[CH:47][CH:48]=2)=[O:40])[CH2:35][CH:36]([CH3:38])[CH3:37])=[O:32])[CH2:24][C:25]2[CH:26]=[CH:27][CH:28]=[CH:29][CH:30]=2)=[O:20])[CH:19]=[CH:18][CH:17]=[CH:16][CH:15]=1 |f:1.2|. Procedure details: (4-Phenylbutyl)phosphinic acid, phenylmethyl ester is reacted with L-phenylalanyl-L-leucine, phenylmethyl ester, hydrochloride according to the procedure of Example 1(c) to yield N-[N-[phenyl-methoxy(4-phenylbutyl)phosphinyl]-L-phenylalanyl]-L-leucine, phenylmethyl ester. Reactants: Cl.CNC (dimethylamine hydrochloride), ON1N=NC2=C1C=CC=C2 (1-hydroxybenzotriazole), Cl.C(C)N=C=NCCCN(C)C (1-ethyl-3-(3-dimethylaminopropyl)carbodiimide hydrochloride), ClC=1C=CC(=NC1)NC(=O)C=1OC2=C(C1NC(=O)[C@@H]1CC[C@H](CC1)C(=O)O)C=CC=C2 (trans-4-{[(2-{[(5-Chloropyridin-2-yl)amino]-carbonyl}benzofuran-3-yl)amino]carbonyl}cyclohexane-carboxylic acid), ice water. Solvent: N1=CC=CC=C1 (pyridine). Conditions: time 19 hour. Product: ClC=1C=CC(=NC1)NC(=O)C=1OC2=C(C1NC(=O)[C@@H]1CC[C@H](CC1)C(=O)N(C)C)C=CC=C2 (trans-N′-(2-{[(5-Chloropyridin-2-yl)amino]-carbonyl}benzofuran-3-yl)-N,N-dimethylcyclohexane-1,4-dicarboxamide). Isolated yield 73.3%. RXN SMILES: [Cl:1][C:2]1[CH:3]=[CH:4][C:5]([NH:8][C:9]([C:11]2[O:12][C:13]3[CH:31]=[CH:30][CH:29]=[CH:28][C:14]=3[C:15]=2[NH:16][C:17]([C@H:19]2[CH2:24][CH2:23][C@H:22]([C:25](O)=[O:26])[CH2:21][CH2:20]2)=[O:18])=[O:10])=[N:6][CH:7]=1.Cl.[CH3:33][NH:34][CH3:35].ON1C2C=CC=CC=2N=N1.Cl.C(N=C=NCCCN(C)C)C>N1C=CC=CC=1>[Cl:1][C:2]1[CH:3]=[CH:4][C:5]([NH:8][C:9]([C:11]2[O:12][C:13]3[CH:31]=[CH:30][CH:29]=[CH:28][C:14]=3[C:15]=2[NH:16][C:17]([C@H:19]2[CH2:24][CH2:23][C@H:22]([C:25]([N:34]([CH3:35])[CH3:33])=[O:26])[CH2:21][CH2:20]2)=[O:18])=[O:10])=[N:6][CH:7]=1 |f:1.2,4.5|. Procedure: trans-4-{[(2-{[(5-Chloropyridin-2-yl)amino]-carbonyl}benzofuran-3-yl)amino]carbonyl}cyclohexane-carboxylic acid (176 mg) obtained in Example 8(2) is suspended in pyridine (8 ml), and thereto are added successively dimethylamine hydrochloride (65 mg), 1-hydroxybenzotriazole (108 mg) and 1-ethyl-3-(3-dimethylaminopropyl)carbodiimide hydrochloride (153 mg) under ice-cooling, followed by stirring at room temperature for 19 hours. To the reaction solution is poured ice-water and the precipitates are ... Product: Br.Br.C12CN(CC(CC1)CC2)CCN2CC1=C(CC2)C2=C(OC1=O)C(=C(C=C2)O)O (3-[2-(3-Azabicyclo[3.2.2]non-3-yl)ethyl]-1,2,3,4-tetrahydro-7,8-dihydroxy-5H-[1]benzopyrano[3,4-c]pyridin-5-one dihydrobromide). Starting materials: Cl.Cl.C12CN(CC(CC1)CC2)CCN2CC1=C(CC2)C2=C(OC1=O)C(=C(C=C2)OC)OC (3-[2-(3-azabicyclo[3.2.2]non-3-yl)ethyl]-1,2,3,4-tetrahydro-7,8-dimethoxy-5H-[1]benzopyrano[3,4-c]pyridin-5-one dihydrochloride), Br (hydrobromic acid). Solvent: C(C)(=O)O (acetic acid). Procedure: Prepared by the method described in Example 19 from 3-[2-(3-azabicyclo[3.2.2]non-3-yl)ethyl]-1,2,3,4-tetrahydro-7,8-dimethoxy-5H-[1]benzopyrano[3,4-c]pyridin-5-one dihydrochloride (1.3 g, 0.0027 moles) and aqueous 48% hydrobromic acid (25 ml) plus acetic acid cosolvent (25 ml). After washing with a small amount of warm acetic acid, the final product (0.90 g) had mp 310°-313° C. Reaction SMILES: Cl.Cl.[CH:3]12[CH2:11][CH2:10][CH:7]([CH2:8][CH2:9]1)[CH2:6][N:5]([CH2:12][CH2:13][N:14]1[CH2:19][CH2:18][C:17]3[C:20]4[CH:28]=[CH:27][C:26]([O:29]C)=[C:25]([O:31]C)[C:21]=4[O:22][C:23](=[O:24])[C:16]=3[CH2:15]1)[CH2:4]2.[BrH:33]>C(O)(=O)C>[BrH:33].[BrH:33].[CH:3]12[CH2:9][CH2:8][CH:7]([CH2:10][CH2:11]1)[CH2:6][N:5]([CH2:12][CH2:13][N:14]1[CH2:19][CH2:18][C:17]3[C:20]4[CH:28]=[CH:27][C:26]([OH:29])=[C:25]([OH:31])[C:21]=4[O:22][C:23](=[O:24])[C:16]=3[CH2:15]1)[CH2:4]2 |f:0.1.2,5.6.7|. Reactants: O (Water), C([O-])([O-])=O.[K+].[K+] (Potassium carbonate), O(C1=CC=CC=C1)CCCCCCl (5-phenoxypentyl chloride), Cl.Cl.NC1=CC(=C(C(=O)NCC2CCNCC2)C=C1Cl)OC (4-amino-5-chloro-2-methoxy-N-(piperidin-4-ylmethyl)benzamide dihydrochloride). The solvent is CN(C=O)C (dimethylformamide). Run at time 7.5 hour. Yields the product NC1=CC(=C(C(=O)NCC2CCN(CC2)CCCCCOC2=CC=CC=C2)C=C1Cl)OC (4-amino-5-chloro-2-methoxy-N-((1-(5-phenoxypentyl)piperidin-4-yl)methyl)benzamide). Yield: 44.1%. Reaction SMILES: C(=O)([O-])[O-].[K+].[K+].[O:7]([CH2:14][CH2:15][CH2:16][CH2:17][CH2:18]Cl)[C:8]1[CH:13]=[CH:12][CH:11]=[CH:10][CH:9]=1.Cl.Cl.[NH2:22][C:23]1[C:38]([Cl:39])=[CH:37][C:26]([C:27]([NH:29][CH2:30][CH:31]2[CH2:36][CH2:35][NH:34][CH2:33][CH2:32]2)=[O:28])=[C:25]([O:40][CH3:41])[CH:24]=1.O>CN(C)C=O>[NH2:22][C:23]1[C:38]([Cl:39])=[CH:37][C:26]([C:27]([NH:29][CH2:30][CH:31]2[CH2:32][CH2:33][N:34]([CH2:18][CH2:17][CH2:16][CH2:15][CH2:14][O:7][C:8]3[CH:9]=[CH:10][CH:11]=[CH:12][CH:13]=3)[CH2:35][CH2:36]2)=[O:28])=[C:25]([O:40][CH3:41])[CH:24]=1 |f:0.1.2,4.5.6|. Reported procedure: Potassium carbonate (2.2 g) and 5-phenoxypentyl chloride (1.2 g) were added to a solution of 4-amino-5-chloro-2-methoxy-N-(piperidin-4-ylmethyl)benzamide dihydrochloride (1.5 g) in dimethylformamide (40 ml), an the mixture was stirred at 70°-80° C. for 7.5 hr. Water was added to the reaction mixture, and the mixture was extracted with chloroform. The organic layer was washed with saturated aqueous sodium chloride solution, dried and the solvent was evaporated under reduced pressure. The obtained... Starting materials: CCOC(=O)c1nc(I)oc1-c1ccc(N2CCN(C(=O)OC(C)(C)C)CC2)cc1, CC1(C)OB(c2cccc3[nH]ncc23)OC1(C)C, Cc1ccccc1, CCO, CCOC(C)=O, [Na+], [Na+], O=C([O-])[O-], O. Yields the product CCOC(=O)c1nc(-c2cccc3[nH]ncc23)oc1-c1ccc(N2CCN(C(=O)OC(C)(C)C)CC2)cc1. Reaction SMILES: [CH2:1]([CH3:2])[O:3][C:4](=[O:5])[c:6]1[n:7][c:8]([I:30])[o:9][c:10]1-[c:11]1[cH:12][cH:13][c:14]([N:17]2[CH2:18][CH2:19][N:20]([C:23](=[O:24])[O:25][C:26]([CH3:27])([CH3:28])[CH3:29])[CH2:21][CH2:22]2)[cH:15][cH:16]1.[CH3:31][C:32]1([CH3:33])[C:34]([CH3:35])([CH3:36])[O:37][B:38]([c:39]2[c:40]3[cH:41][n:42][nH:43][c:44]3[cH:45][cH:46][cH:47]2)[O:48]1.[CH3:55][c:56]1[cH:57][cH:58][cH:59][cH:60][cH:61]1.[CH3:62][CH2:63][OH:64].[CH3:66][CH2:67][O:68][C:69]([CH3:70])=[O:71].[Na+:49].[Na+:50].[O-:51][C:52](=[O:53])[O-:54].[OH2:65]>>[CH2:1]([CH3:2])[O:3][C:4](=[O:5])[c:6]1[n:7][c:8](-[c:39]2[c:40]3[cH:41][n:42][nH:43][c:44]3[cH:45][cH:46][cH:47]2)[o:9][c:10]1-[c:11]1[cH:12][cH:13][c:14]([N:17]2[CH2:18][CH2:19][N:20]([C:23](=[O:24])[O:25][C:26]([CH3:27])([CH3:28])[CH3:29])[CH2:21][CH2:22]2)[cH:15][cH:16]1. The product is CCNc1ccc(C(C)=O)cc1N=C1SC(=CN(C)c2ccc(OCCOC)cc2)C(=O)N1Cc1ccccc1. The reactants are COCCOc1ccc(N(C)C=C2SC(=S)N(Cc3ccccc3)C2=O)cc1, CCNc1ccc(C(C)=O)cc1N, CN(C)C=O, COS(=O)(=O)c1ccc(C)cc1. Reaction SMILES: [CH2:1]([c:2]1[cH:3][cH:4][cH:5][cH:6][cH:7]1)[N:8]1[C:9](=[S:28])[S:10][C:11](=[CH:14][N:15]([c:16]2[cH:17][cH:18][c:19]([O:22][CH2:23][CH2:24][O:25][CH3:26])[cH:20][cH:21]2)[CH3:27])[C:12]1=[O:13].[NH2:41][c:42]1[cH:43][c:44]([C:51]([CH3:52])=[O:53])[cH:45][cH:46][c:47]1[NH:48][CH2:49][CH3:50].[O:54]=[CH:55][N:56]([CH3:57])[CH3:58].[c:29]1([CH3:30])[cH:31][cH:32][c:33]([S:34]([O:35][CH3:36])(=[O:37])=[O:38])[cH:39][cH:40]1>>[CH2:1]([c:2]1[cH:3][cH:4][cH:5][cH:6][cH:7]1)[N:8]1[C:9](=[N:41][c:42]2[cH:43][c:44]([C:51]([CH3:52])=[O:53])[cH:45][cH:46][c:47]2[NH:48][CH2:49][CH3:50])[S:10][C:11](=[CH:14][N:15]([c:16]2[cH:17][cH:18][c:19]([O:22][CH2:23][CH2:24][O:25][CH3:26])[cH:20][cH:21]2)[CH3:27])[C:12]1=[O:13]. Starting materials: C(C)(C)(C)OC(NC=1N(C(C([C@@](N1)(C)C1=C(C=CC(=C1)N)F)(C)C)=O)C)=O ([(S)-4-(5-amino-2-fluoro-phenyl)-1,4,5,5-tetramethyl-6-oxo-1,4,5,6-tetrahydro-pyrimidin-2-yl]-carbamic acid tert-butyl ester), C(C)(C)(C)OC(NC=1N(C(C([C@@](N1)(C)C1=C(C=CC(=C1)N)F)(C)C)=O)C)=O ([(S)-4-(5-amino-2-fluoro-phenyl)-1,4,5,5-tetramethyl-6-oxo-1,4,5,6-tetrahydro-pyrimidin-2-yl]-carbamic acid tert-butyl ester), CC1(CC1)C(=O)O (1-methyl-cyclopropanecarboxylic acid). The product is NC=1N(C(C([C@@](N1)(C)C=1C=C(C=CC1F)NC(=O)C1(CC1)C)(C)C)=O)C ((S)—N-(3-(2-Amino-1,4,5,5-tetramethyl-6-oxo-1,4,5,6-tetrahydropyrimidin-4-yl)-4-fluorophenyl)-1-methylcyclopropanecarboxamide). Reaction SMILES: C(OC(=O)[NH:7][C:8]1[N:9]([CH3:26])[C:10](=[O:25])[C:11]([CH3:24])([CH3:23])[C@:12]([C:15]2[CH:20]=[C:19]([NH2:21])[CH:18]=[CH:17][C:16]=2[F:22])([CH3:14])[N:13]=1)(C)(C)C.[CH3:28][C:29]1([C:32](O)=[O:33])[CH2:31][CH2:30]1>>[NH2:7][C:8]1[N:9]([CH3:26])[C:10](=[O:25])[C:11]([CH3:24])([CH3:23])[C@:12]([C:15]2[CH:20]=[C:19]([NH:21][C:32]([C:29]3([CH3:28])[CH2:31][CH2:30]3)=[O:33])[CH:18]=[CH:17][C:16]=2[F:22])([CH3:14])[N:13]=1. Procedure details: The coupling of [(S)-4-(5-amino-2-fluoro-phenyl)-1,4,5,5-tetramethyl-6-oxo-1,4,5,6-tetrahydro-pyrimidin-2-yl]-carbamic acid tert-butyl ester (intermediate F2) and 1-methyl-cyclopropanecarboxylic acid followed by deprotection of the intermediate yielded the title compound as a colorless amorphous solid. MS (ESI): m/z=361.2 [M+H]+.